The task is: describe an organic reaction: reactants, conditions, products, and yield. This data is from the Open Reaction Database (ORD), a public repository of structured organic reaction records. Reactants: [N+](=O)(OC(C)C)[O-] (isopropyl nitrate), C(C=1C(O)=CC=CC1)(=O)O (salicylic acid), S(O)(O)(=O)=O (Sulphuric acid). Reagents/catalysts: S(=O)(=O)(O)[O-].C(CCC)[N+](CCCC)(CCCC)CCCC (tetrabutylammoniumhydrogen sulphate). Solvent: ClCCl (dichloromethane). Product: OC1=C(C(=O)O)C=CC=C1[N+](=O)[O-] (2-Hydroxy-3-nitrobenzoic acid). RXN SMILES: [C:1]([OH:10])(=[O:9])[C:2]1[C:3](=[CH:5][CH:6]=[CH:7][CH:8]=1)[OH:4].[N+:11]([O-])([O:13]C(C)C)=[O:12].S(=O)(=O)(O)O>ClCCl.S([O-])(O)(=O)=O.C([N+](CCCC)(CCCC)CCCC)CCC>[OH:4][C:3]1[C:5]([N+:11]([O-:13])=[O:12])=[CH:6][CH:7]=[CH:8][C:2]=1[C:1]([OH:10])=[O:9] |f:4.5|. Reported procedure: To a stirred suspension of salicylic acid (0.69 g, 5 mmol) in dichloromethane (10 mL) at room temperature was added tetrabutylammoniumhydrogen sulphate (0.085 g, 5 mol %) followed by isopropyl nitrate (1.31 g, 12.5 mmol). Sulphuric acid (96%, 0.69 mL) was then added dropwise to the mixture which was allowed to stir at room temperature for thirty minutes (became a yellow solution, followed by formation of a yellow precipitate) and then poured onto water (50 mL). The yellow precipitate was filtere...